Dataset: the Open Reaction Database (ORD), a public repository of structured organic reaction records. Task: describe an organic reaction: reactants, conditions, products, and yield The reactants are C1(=CC=CC=C1)O (phenol), 4,4-(1-methyltrifluoroethylidene)bisphenol, CC(C(F)(F)F)(C1=CC=C(C=C1)O)C1=C(C=CC=C1)O (2,4'-(1-methyltrifluoroethylidene)bisphenol). Product: CC(C(F)(F)F)(C1=CC=C(C=C1)O)C1=CC=C(C=C1)O (4,4'-(1-methyltrifluoroethylidene)bisphenol). RXN SMILES: [C:1]1([OH:7])[CH:6]=[CH:5][CH:4]=[CH:3][CH:2]=1.[CH3:8][C:9](C1C=CC=CC=1O)([C:14]1[CH:19]=[CH:18][C:17]([OH:20])=[CH:16][CH:15]=1)[C:10]([F:13])([F:12])[F:11]>>[CH3:8][C:9]([C:14]1[CH:19]=[CH:18][C:17]([OH:20])=[CH:16][CH:15]=1)([C:4]1[CH:5]=[CH:6][C:1]([OH:7])=[CH:2][CH:3]=1)[C:10]([F:11])([F:12])[F:13]. Reported procedure: Repeating the process of Example 5 using 470 g (5 moles) of phenol in place of the xylenol, yielded a reaction mixture consisting of 66% of 4,4-(1-methyltrifluoroethylidene)bisphenol and 34% of 2,4'-(1-methyltrifluoroethylidene)bisphenol. After the removal of excess phenol by distillation, the mixture of the two isomers was readily separated by elution chromatography over silica, using methylene chloride as eluant. After the emergence of the 2,4'-isomer, the 4,4'-isomer was eluted. The 4,4'-isom... Reactants: CC=CCBr, CCOC(C)=O, CC=CC(C)(Cc1ccc(Cl)cc1Cl)CN1CCCC1. Product: [Br-], CC=CC(=O)[N+]1(CC(C)(C=CC)Cc2ccc(Cl)cc2Cl)CCCC1. Reaction SMILES: [CH2:21]([CH:22]=[CH:23][CH3:24])[Br:25].[CH3:26][CH2:27][O:28][C:29](=[O:30])[CH3:31].[Cl:1][c:2]1[c:3]([CH2:9][C:10]([CH2:11][N:12]2[CH2:13][CH2:14][CH2:15][CH2:16]2)([CH:17]=[CH:18][CH3:19])[CH3:20])[cH:4][cH:5][c:6]([Cl:8])[cH:7]1>>[Br-:25].[Cl:1][c:2]1[c:3]([CH2:9][C:10]([CH2:11][N+:12]2([C:21]([CH:22]=[CH:23][CH3:24])=[O:28])[CH2:13][CH2:14][CH2:15][CH2:16]2)([CH:17]=[CH:18][CH3:19])[CH3:20])[cH:4][cH:5][c:6]([Cl:8])[cH:7]1. Starting materials: ClC1=CC=C(C=C1)C(C(C)(N1N=CN=C1)C)=O (4'-chloro-2-methyl-2-(1H-1,2,4-triazol-1-yl)propiophenone), [I-].C[S+](=O)(C)C (trimethyl sulphoxonium iodide), [OH-].[Na+] (sodium hydroxide), CCCCCCCCCCCCCC[N+](C)(C)C (cetrimide), ClC(C)(Cl)Cl (1,1,1-trichloroethane). Solvent: C(Cl)Cl (methylene chloride). Yields the product ClC1=CC=C(C=C1)C1(OC1)C(C)(C)N1N=CN=C1 (2-(4-Chlorophenyl)-2-[2-(1H-1,2,4-triazol-1-yl)-prop-2-yl]oxirane). Yield: 79.0%. RXN SMILES: [Cl:1][C:2]1[CH:7]=[CH:6][C:5]([C:8](=[O:17])[C:9]([CH3:16])([N:11]2[CH:15]=[N:14][CH:13]=[N:12]2)[CH3:10])=[CH:4][CH:3]=1.[I-].[CH3:19][S+](C)(C)=O.[OH-].[Na+].CCCCCCCCCCCCCC[N+](C)(C)C.ClC(Cl)(Cl)C>C(Cl)Cl>[Cl:1][C:2]1[CH:7]=[CH:6][C:5]([C:8]2([C:9]([N:11]3[CH:15]=[N:14][CH:13]=[N:12]3)([CH3:10])[CH3:16])[CH2:19][O:17]2)=[CH:4][CH:3]=1 |f:1.2,3.4|. Reported procedure: A mixture of 4'-chloro-2-methyl-2-(1H-1,2,4-triazol-1-yl)propiophenone (1.375 g), trimethyl sulphoxonium iodide (1.6 g), aqueous sodium hydroxide (5N; 13.5 ml.), cetrimide (80 mg.) and 1,1,1-trichloroethane (30 ml.) was heated at 80° for 24 hours. The solution was cooled and diluted with methylene chloride (30 ml.), and the organic layer was separated and dried (MgSO4). Removal of the solvent, followed by flash chromatography of the residue on silica (100 g.) using ethyl acetate/hexane/diethylam... Procedure details: A mixture of 21 g of 2-propyl-5-hydroxymethyl-thiazole, 1000 ml of benzene and 100 g of manganese dioxide was stirred at room temperature for 3 hours and after the addition of another 40 g of manganese dioxide, the mixture was stirred for 2 hours at room temperature. Another 20 g of manganese dioxide were added to the reaction mixture which was then stirred for 16 hours at room temperature and was filtered. The filter was washed with methylene chloride and the filtrate was evaporated to dryness ... The yield is 89.2%. The solvent is C1=CC=CC=C1 (benzene). The reactants are C(CC)C=1SC(=CN1)CO (2-propyl-5-hydroxymethyl-thiazole). Product: C(CC)C=1SC(=CN1)C=O (2-propyl-5-thiazolecarboxaldehyde). RXN SMILES: [CH2:1]([C:4]1[S:5][C:6]([CH2:9][OH:10])=[CH:7][N:8]=1)[CH2:2][CH3:3]>[O-2].[O-2].[Mn+4].C1C=CC=CC=1>[CH2:1]([C:4]1[S:5][C:6]([CH:9]=[O:10])=[CH:7][N:8]=1)[CH2:2][CH3:3] |f:1.2.3|. Reaction conditions: time 3 hour. Reagents/catalysts: [O-2].[O-2].[Mn+4] (manganese dioxide), [O-2].[O-2].[Mn+4] (manganese dioxide), [O-2].[O-2].[Mn+4] (manganese dioxide). The reactants are [OH-].[Na+] (NaOH), N=1SN=C2C1C=CC(=C2)C=2C(OC(C2CC2=CC(=C(C(=C2)OC)OC2CCCC2)OC)(C2=CC=C(C=C2)OC)O)=O (3-(2,1,3-benzothiadiazol-5-yl)-4-(4-cyclopentyloxy-3,5-dimethoxybenzyl)-5-hydroxy-5-(4-methoxyphenyl)-5H-furan-2-one). Run in CO (methanol). The product is N=1SN=C2C1C=CC(=C2)C(C(=O)[O-])=C(C(=O)C2=CC=C(C=C2)OC)CC2=CC(=C(C(=C2)OC)OC2CCCC2)OC.[Na+] (Sodium 2-(2,1,3-benzothiadiazol-5-yl)-3-(4-cyclopentyloxy-3,5-dimethoxybenzyl)-4-(4-methoxyphenyl)-4-oxo-2-butenoate). RXN SMILES: [OH-].[Na+:2].[N:3]1[S:4][N:5]=[C:6]2[CH:11]=[C:10]([C:12]3[C:13](=[O:43])[O:14][C:15]([OH:42])([C:34]4[CH:39]=[CH:38][C:37]([O:40][CH3:41])=[CH:36][CH:35]=4)[C:16]=3[CH2:17][C:18]3[CH:23]=[C:22]([O:24][CH3:25])[C:21]([O:26][CH:27]4[CH2:31][CH2:30][CH2:29][CH2:28]4)=[C:20]([O:32][CH3:33])[CH:19]=3)[CH:9]=[CH:8][C:7]=12>CO>[N:3]1[S:4][N:5]=[C:6]2[CH:11]=[C:10]([C:12](=[C:16]([CH2:17][C:18]3[CH:23]=[C:22]([O:24][CH3:25])[C:21]([O:26][CH:27]4[CH2:31][CH2:30][CH2:29][CH2:28]4)=[C:20]([O:32][CH3:33])[CH:19]=3)[C:15]([C:34]3[CH:39]=[CH:38][C:37]([O:40][CH3:41])=[CH:36][CH:35]=3)=[O:42])[C:13]([O-:43])=[O:14])[CH:9]=[CH:8][C:7]=12.[Na+:2] |f:0.1,4.5|. Procedure details: Equimolar amounts of 0.1N NaOH are added to a suspension of 30 mg of 3-(2,1,3-benzothiadiazol-5-yl)-4-(4-cyclopentyloxy-3,5-dimethoxybenzyl)-5-hydroxy-5-(4-methoxyphenyl)-5H-furan-2-one in 1 ml of methanol and the mixture is stirred at room temperature. The solvent is removed, the residue is partitioned between water and diethyl ether, and the aqueous phase is then lyophilized. Sodium 2-(2,1,3-benzothiadiazol-5-yl)-3-(4-cyclopentyloxy-3,5-dimethoxybenzyl)-4-(4-methoxyphenyl)-4-oxo-2-butenoate is... The reactants are B, CCOC(=O)C1C(CC(=O)O)CCN1C(=O)OCC, C1CCOC1, C1CCOC1, O. Yields the product CCOC(=O)C1C(CCO)CCN1C(=O)OCC. As a reaction SMILES: [BH3:25].[CH2:1]([CH3:2])[O:3][C:4](=[O:5])[N:6]1[CH:7]([C:15](=[O:16])[O:17][CH2:18][CH3:19])[CH:8]([CH2:11][C:12](=[O:13])[OH:14])[CH2:9][CH2:10]1.[O:20]1[CH2:21][CH2:22][CH2:23][CH2:24]1.[O:27]1[CH2:28][CH2:29][CH2:30][CH2:31]1.[OH2:26]>>[CH2:1]([CH3:2])[O:3][C:4](=[O:5])[N:6]1[CH:7]([C:15](=[O:16])[O:17][CH2:18][CH3:19])[CH:8]([CH2:11][CH2:12][OH:13])[CH2:9][CH2:10]1.